This data is from the Open Reaction Database (ORD), a public repository of structured organic reaction records. The task is: describe an organic reaction: reactants, conditions, products, and yield Starting materials: BrC1=C(C=C(C(=C1)[N+](=O)[O-])F)F (1-bromo-2,4-difluoro-5-nitrobenzene), [F-].[Na+] (NaF), C(CCC)[Sn](C=C)(CCCC)CCCC (tributyl(vinyl)stannane), C1=CC=C(C=C1)P(C2=CC=CC=C2)C3=CC=CC=C3 (PPh3). Reagents/catalysts: C=1C=CC(=CC1)/C=C/C(=O)/C=C/C2=CC=CC=C2.C=1C=CC(=CC1)/C=C/C(=O)/C=C/C2=CC=CC=C2.C=1C=CC(=CC1)/C=C/C(=O)/C=C/C2=CC=CC=C2.[Pd].[Pd] (Pd2 dba3). The solvent is C1(=CC=CC=C1)C (toluene), C(C)OCC (diethyl ether), C1(=CC=CC=C1)C (toluene). Run at time 10 minute. Product: FC1=C(C=C(C(=C1)F)C=C)[N+](=O)[O-] (1,5-difluoro-2-nitro-4-vinylbenzene). The yield is 385.6%. RXN SMILES: [CH:1]1C=CC(P(C2C=CC=CC=2)C2C=CC=CC=2)=C[CH:2]=1.Br[C:21]1[CH:26]=[C:25]([N+:27]([O-:29])=[O:28])[C:24]([F:30])=[CH:23][C:22]=1[F:31].C([Sn](CCCC)(CCCC)C=C)CCC.[F-].[Na+]>C1(C)C=CC=CC=1.C1C=CC(/C=C/C(/C=C/C2C=CC=CC=2)=O)=CC=1.C1C=CC(/C=C/C(/C=C/C2C=CC=CC=2)=O)=CC=1.C1C=CC(/C=C/C(/C=C/C2C=CC=CC=2)=O)=CC=1.[Pd].[Pd].C(OCC)C>[F:30][C:24]1[CH:23]=[C:22]([F:31])[C:21]([CH:1]=[CH2:2])=[CH:26][C:25]=1[N+:27]([O-:29])=[O:28] |f:3.4,6.7.8.9.10|. Reported procedure: A mixture of Pd2 dba3 (1.924 g, 2.101 mmol), and PPh3 (2.204 g, 8.404 mmol) was dissolved in toluene (200 mL), degassed and then stirred 10 minutes at ambient temperature. A solution of 1-bromo-2,4-difluoro-5-nitrobenzene (10 g, 42.02 mmol) in toluene (200 mL) was then added to the above solution, followed by tributyl(vinyl)stannane (18.40 mL, 63.03 mmol). The mixture was refluxed for 2 hours, then poured into a mixture of aqueous NaF and diethyl ether. The residue was purified using silica gel ... The reactants are CCOC(=O)c1cc2c(Oc3cc(F)cc(F)c3[N+](=O)[O-])cccc2[nH]1, CCOC(C)=O. Product: CCOC(=O)c1cc2c(Oc3cc(F)cc(F)c3N)cccc2[nH]1. Reaction SMILES: [CH2:1]([CH3:2])[O:3][C:4](=[O:5])[c:6]1[nH:7][c:8]2[cH:9][cH:10][cH:11][c:12]([O:15][c:16]3[c:17]([N+:24]([O-:25])=[O:26])[c:18]([F:23])[cH:19][c:20]([F:22])[cH:21]3)[c:13]2[cH:14]1.[CH3:27][CH2:28][O:29][C:30](=[O:31])[CH3:32]>>[CH2:1]([CH3:2])[O:3][C:4](=[O:5])[c:6]1[nH:7][c:8]2[cH:9][cH:10][cH:11][c:12]([O:15][c:16]3[c:17]([NH2:24])[c:18]([F:23])[cH:19][c:20]([F:22])[cH:21]3)[c:13]2[cH:14]1. Reactants: C=O, COCCCCC1CN(C2=Nc3ccccc3Nc3sc(C)cc32)CCN1, CC(Cl)Cl, [Na+], [OH-], O. Yields the product COCCCCC1CN(C2=Nc3ccccc3Nc3sc(C)cc32)CCN1C. Reaction SMILES: [CH2:28]=[O:29].[CH3:1][O:2][CH2:3][CH2:4][CH2:5][CH2:6][CH:7]1[CH2:8][N:9]([C:13]2=[N:14][c:15]3[c:16]([cH:24][cH:25][cH:26][cH:27]3)[NH:17][c:18]3[s:19][c:20]([CH3:23])[cH:21][c:22]32)[CH2:10][CH2:11][NH:12]1.[Cl:30][CH:31]([Cl:32])[CH3:33].[Na+:36].[OH-:35].[OH2:34]>>[CH3:1][O:2][CH2:3][CH2:4][CH2:5][CH2:6][CH:7]1[CH2:8][N:9]([C:13]2=[N:14][c:15]3[c:16]([cH:24][cH:25][cH:26][cH:27]3)[NH:17][c:18]3[s:19][c:20]([CH3:23])[cH:21][c:22]32)[CH2:10][CH2:11][N:12]1[CH3:28]. The reactants are CCN=C=O, Cc1ccccc1, NC(=O)C(CC1CCCC1)c1ccc(Cl)c(Cl)c1. Yields the product CCNC(=O)NC(=O)C(CC1CCCC1)c1ccc(Cl)c(Cl)c1. RXN SMILES: [CH2:19]([CH3:20])[N:21]=[C:22]=[O:23].[CH3:24][c:25]1[cH:26][cH:27][cH:28][cH:29][cH:30]1.[CH:1]1([CH2:6][CH:7]([C:8](=[O:9])[NH2:10])[c:11]2[cH:12][c:13]([Cl:18])[c:14]([Cl:17])[cH:15][cH:16]2)[CH2:2][CH2:3][CH2:4][CH2:5]1>>[CH:1]1([CH2:6][CH:7]([C:8](=[O:9])[NH:10][C:22]([NH:21][CH2:19][CH3:20])=[O:23])[c:11]2[cH:12][c:13]([Cl:18])[c:14]([Cl:17])[cH:15][cH:16]2)[CH2:2][CH2:3][CH2:4][CH2:5]1. Starting materials: CCOC(=O)C(C)Br, O=C([O-])[O-], CCC(C)=O, CN(c1ccc(O)cc1)c1cc2ccc(Cl)cc2cn1, [K+], [K+]. Product: CCOC(=O)C(C)Oc1ccc(N(C)c2cc3ccc(Cl)cc3cn2)cc1. RXN SMILES: [Br:1][CH:2]([C:3](=[O:4])[O:5][CH2:6][CH3:7])[CH3:8].[C:29](=[O:30])([O-:31])[O-:32].[CH2:35]([C:36]([CH3:37])=[O:38])[CH3:39].[Cl:9][c:10]1[cH:11][cH:12][c:13]2[cH:14][c:15]([N:20]([CH3:21])[c:22]3[cH:23][cH:24][c:25]([OH:28])[cH:26][cH:27]3)[n:16][cH:17][c:18]2[cH:19]1.[K+:33].[K+:34]>>[CH:2]([C:3](=[O:4])[O:5][CH2:6][CH3:7])([CH3:8])[O:28][c:25]1[cH:24][cH:23][c:22]([N:20]([c:15]2[cH:14][c:13]3[cH:12][cH:11][c:10]([Cl:9])[cH:19][c:18]3[cH:17][n:16]2)[CH3:21])[cH:27][cH:26]1. The reactants are NC1=NC(=CN=C1)Cl (2-amino-6-chloro-pyrazine), OC1=C(N(S(C2=C1C=CC=C2)(=O)=O)C)C(=O)Cl (4-hydroxy-2-methyl-2H-1,2-benzothiazine-3-carboxylic acid chloride-1,1-dioxide), O (water). The solvent is CN(C=O)C (dimethylformamide). Reaction conditions: time 24 hour. The product is ClC1=CN=CC(=N1)NC(=O)C=1N(S(C2=C(C1O)C=CC=C2)(=O)=O)C (N-(6-chloro-pyrazin-2-yl)-4-hydroxy-2-methyl-2H-1,2-benzothiazine-3-carboxamide-1,1-dioxide). Yield: 24.2%. RXN SMILES: [OH:1][C:2]1[C:7]2[CH:8]=[CH:9][CH:10]=[CH:11][C:6]=2[S:5](=[O:13])(=[O:12])[N:4]([CH3:14])[C:3]=1[C:15](Cl)=[O:16].[NH2:18][C:19]1[CH:24]=[N:23][CH:22]=[C:21]([Cl:25])[N:20]=1.O>CN(C)C=O>[Cl:25][C:21]1[N:20]=[C:19]([NH:18][C:15]([C:3]2[N:4]([CH3:14])[S:5](=[O:13])(=[O:12])[C:6]3[CH:11]=[CH:10][CH:9]=[CH:8][C:7]=3[C:2]=2[OH:1])=[O:16])[CH:24]=[N:23][CH:22]=1. Reported procedure: 1.23 g (4.5 mmols) of 4-hydroxy-2-methyl-2H-1,2-benzothiazine-3-carboxylic acid chloride-1,1-dioxide were dissolved in 10 ml of dimethylformamide, and 1.3 g (10 mmols) of 2-amino-6-chloro-pyrazine were added in portions thereto. The reaction mixture was stirred for 24 hours at room temperature and was then mixed with 40 ml of water. The aqueous mixture was stirred for 20 minutes at room temperature, and then the precipitate which had formed was filtered off, washed and dried. Recrystallization f... Starting materials: CCOC(=O)CP(=O)(OCC)OCC, [H-], [Na+], C1CCOC1, O=Cc1cnn2c1NCCC2. Yields the product CCOC(=O)C=Cc1cnn2c1NCCC2. As a reaction SMILES: [CH3:3][CH2:4][O:5][C:6](=[O:7])[CH2:8][P:9]([O:10][CH2:11][CH3:12])([O:13][CH2:14][CH3:15])=[O:16].[H-:1].[Na+:2].[O:28]1[CH2:29][CH2:30][CH2:31][CH2:32]1.[n:17]1[cH:18][c:19]([CH:26]=[O:27])[c:20]2[n:21]1[CH2:22][CH2:23][CH2:24][NH:25]2>>[CH3:3][CH2:4][O:5][C:6](=[O:7])[CH:8]=[CH:26][c:19]1[cH:18][n:17][n:21]2[c:20]1[NH:25][CH2:24][CH2:23][CH2:22]2. The reactants are C(CCCCC)(=O)CC(C(=O)OCC)=O (ethyl hexanoylpyruvate), Cl.NO (hydroxylamine hydrochloride), C(O)([O-])=O.[Na+] (sodium hydrogencarbonate). The solvent is C(C)O (ethanol). Product: C(CCCC)C1=CC(=NO1)C(=O)OCC (5-pentyl-3-carboethoxyisoxazole). Isolated yield 96.1%. Reaction SMILES: [C:1]([CH2:8][C:9](=O)[C:10]([O:12][CH2:13][CH3:14])=[O:11])(=[O:7])[CH2:2][CH2:3][CH2:4][CH2:5][CH3:6].Cl.[NH2:17]O.C(=O)([O-])O.[Na+]>C(O)C>[CH2:2]([C:1]1[O:7][N:17]=[C:9]([C:10]([O:12][CH2:13][CH3:14])=[O:11])[CH:8]=1)[CH2:3][CH2:4][CH2:5][CH3:6] |f:1.2,3.4|. Reported procedure: A mixture of 38 g of ethyl hexanoylpyruvate in 190 ml of ethanol in the presence of 14.4 g of hydroxylamine hydrochloride and 16 g of sodium hydrogencarbonate was heated under reflux for 3 hours. After the reaction mixture was cooled to room temperature, the insoluble materials were separated by filtration, and the remaining filtrate was concentrated. The resulting residue was dissolved in chloroform (500 ml), which was washed with water, concentrated to give 5-pentyl-3-carboethoxyisoxazole as a... The product is ClCCCCC(=O)C=1C=C2CCCN3C2=C(C1)CCC3=O (9-(5-Chloropentanoyl)-2,3,6,7-tetrahydro-1H,5H-pyrido[3,2,1-ij]quinolin-5-one). Reactants: C1CCN2C3=C(C=CC=C13)CCC2=O (2,3,6,7-tetrahydro-1H,5H-pyrido[3,2,1-ij]quinolin-5-one), ClCCCCC(=O)Cl (5-chlorovaleryl chloride). Reaction SMILES: [CH2:1]1[C:10]2[C:5]3=[C:6]([CH2:11][CH2:12][C:13](=[O:14])[N:4]3[CH2:3][CH2:2]1)[CH:7]=[CH:8][CH:9]=2.[Cl:15][CH2:16][CH2:17][CH2:18][CH2:19][C:20](Cl)=[O:21]>>[Cl:15][CH2:16][CH2:17][CH2:18][CH2:19][C:20]([C:8]1[CH:9]=[C:10]2[C:5]3=[C:6]([CH2:11][CH2:12][C:13](=[O:14])[N:4]3[CH2:3][CH2:2][CH2:1]2)[CH:7]=1)=[O:21]. Procedure details: Using 2,3,6,7-tetrahydro-1H,5H-pyrido[3,2,1-ij]quinolin-5-one and 5-chlorovaleryl chloride according to the same method as that of Reference Example 1, the title compound (3.53 g) was obtained as colorless crystals having a melting point of 83–84° C. Reactants: N(=[N+]=[N-])CCOCCOCCOCCNS(=O)(=O)C1=CC=C(OC2=C(C=C(C=C2F)/C=C(/C(=O)OCC)\C)F)C=C1 ((E)-ethyl 3-(4-(4-(N-(2-(2-(2-(2-azidoethoxy)ethoxy)ethoxy)ethyl)sulfamoyl)phenoxy)-3,5-difluorophenyl)-2-methylacrylate), CP(C)C (trimethylphosphine). Solvent: C1CCOC1 (THF), O (water). Conditions: time 3 hour. Product: NCCOCCOCCOCCNS(=O)(=O)C1=CC=C(OC2=C(C=C(C=C2F)/C=C(/C(=O)OCC)\C)F)C=C1 ((E)-ethyl 3-(4-(4-(N-(2-(2-(2-(2-aminoethoxy)ethoxy)ethoxy)ethyl)sulfamoyl)phenoxy)-3,5-difluorophenyl)-2-methylacrylate). Yield: 101.0%. Reaction SMILES: [N:1]([CH2:4][CH2:5][O:6][CH2:7][CH2:8][O:9][CH2:10][CH2:11][O:12][CH2:13][CH2:14][NH:15][S:16]([C:19]1[CH:41]=[CH:40][C:22]([O:23][C:24]2[C:29]([F:30])=[CH:28][C:27](/[CH:31]=[C:32](\[CH3:38])/[C:33]([O:35][CH2:36][CH3:37])=[O:34])=[CH:26][C:25]=2[F:39])=[CH:21][CH:20]=1)(=[O:18])=[O:17])=[N+]=[N-].CP(C)C>C1COCC1.O>[NH2:1][CH2:4][CH2:5][O:6][CH2:7][CH2:8][O:9][CH2:10][CH2:11][O:12][CH2:13][CH2:14][NH:15][S:16]([C:19]1[CH:41]=[CH:40][C:22]([O:23][C:24]2[C:25]([F:39])=[CH:26][C:27](/[CH:31]=[C:32](\[CH3:38])/[C:33]([O:35][CH2:36][CH3:37])=[O:34])=[CH:28][C:29]=2[F:30])=[CH:21][CH:20]=1)(=[O:18])=[O:17]. Reported procedure: To a solution of (E)-ethyl 3-(4-(4-(N-(2-(2-(2-(2-azidoethoxy)ethoxy)ethoxy)ethyl)sulfamoyl)phenoxy)-3,5-difluorophenyl)-2-methylacrylate (169 mg, 0.28 mmol) in THF (6 ml) and water (0.6 mL) under nitrogen was added trimethylphosphine (26 mg, 0.34 mmol). After stirring for 3 hours, the solvents were removed at reduced pressure and. The residue was dissolved in water (5 mL) and extracted with EtOAc (3×25 mL). The combined organic layers were dried (Na2SO4) and concentrated to give the title compo...